Dataset: the Open Reaction Database (ORD), a public repository of structured organic reaction records. Task: describe an organic reaction: reactants, conditions, products, and yield Reactants: Cl.CNO (N-methyl-hydroxylamine hydrochloride), CO[Na] (MeONa), CO (MeOH), BrC=1C=C2C(CCOC2=CC1)=NC#N (N-(6-bromochroman-4-ylidene)cyanamide). As a reaction SMILES: Cl.[CH3:2][NH:3][OH:4].CO[Na].[Br:8][C:9]1[CH:10]=[C:11]2C(=[CH:17][CH:18]=1)O[CH2:14][CH2:13][C:12]2=[N:19][C:20]#[N:21].[CH3:22][OH:23]>>[Br:8][C:9]1[CH:10]=[C:11]2[C:12]3([O:4][N:3]([CH3:2])[C:20]([NH2:21])=[N:19]3)[CH2:13][CH2:14][O:23][C:22]2=[CH:17][CH:18]=1 |f:0.1|. The product is BrC=1C=C2C(=CC1)OCCC21N=C(N(O1)C)N (6-bromo-2′-methyl-2′H-spiro[chroman-4,5′-[1,2,4]oxadiazol]-3′-amine). Isolated yield 88.0%. Procedure details: To a solution of N-methyl-hydroxylamine hydrochloride (101 mg, 1.2 mmol) in MeOH (4 mL) was added MeONa (0.24 mL, 25% (Wt.) in MeOH), followed by N-(6-bromochroman-4-ylidene)cyanamide (300 mg, 1.2 mmol). After stirring for 10 minutes, the solvent was removed in vacuo. The resulting residue was purified by preparative TLC to give 6-bromo-2′-methyl-2′H-spiro[chroman-4,5′-[1,2,4]oxadiazol]-3′-amine (315 mg, 88%). Run at time 10 minute. Starting materials: CC1C(CCCC1C)N (2,3-dimethylcyclohexylamine), C1COS(=O)(=O)C1 (1,3-propane sultone). Run in O1CCCC1 (tetrahydrofuran), C1CCOC1 (THF). Yields the product CC1C(CCCC1C)NCCCS(=O)(=O)O (3-(2,3-dimethylcyclohexyl)amino-1-propanesulfonic acid). As a reaction SMILES: [CH3:1][CH:2]1[CH:7]([CH3:8])[CH2:6][CH2:5][CH2:4][CH:3]1[NH2:9].[CH2:10]1[CH2:16][S:13](=[O:15])(=[O:14])[O:12][CH2:11]1>O1CCCC1>[CH3:1][CH:2]1[CH:7]([CH3:8])[CH2:6][CH2:5][CH2:4][CH:3]1[NH:9][CH2:11][CH2:10][CH2:16][S:13]([OH:15])(=[O:14])=[O:12]. Reported procedure: To a solution of 2,3-dimethylcyclohexylamine (10.0 g, 79.0 mmol) in tetrahydrofuran (60 mL) was slowly added a solution of 1,3-propane sultone (9.3 g, 75.0 mmol) in THF (20 mL). The solution was stirred at reflux for 2 hours. The reaction mixture was cooled to room temperature. The solid was collected by filtration, washed with THF (50 mL) and acetone (50 mL). The solid was dissolved in 25% EtOH/water (150 mL), and treated with Dowex 50WX8 resin (15 g). The suspension stirred at room temperature... Reactants: [Mn](=O)(=O)(=O)[O-].[K+] (potassium permanganate), solution, S(=O)(=O)(O)[O-].[Na+] (sodium hydrogensulfate), [Mn](=O)(=O)(=O)[O-].[K+] (potassium permanganate), C1(=CC=CC=C1)C1=C(SC2=C(N1)C=CC=C2)C#N (3-phenyl-4H-1,4-benzothiazine-2-carbonitrile), C(C)(=O)O (acetic acid). Run in O (water). Reaction conditions: time 2 hour. The product is C1(=CC=CC=C1)C1=C(S(C2=C(N1)C=CC=C2)(=O)=O)C#N (3-Phenyl-4H-1,4-benzothiazine-2-carbonitrile 1,1-dioxide). As a reaction SMILES: [C:1]1([C:7]2[NH:12][C:11]3[CH:13]=[CH:14][CH:15]=[CH:16][C:10]=3S[C:8]=2[C:17]#[N:18])[CH:6]=[CH:5][CH:4]=[CH:3][CH:2]=1.C(O)(=O)C.[Mn]([O-])(=O)(=O)=O.[K+].[S:29]([O-:33])(O)(=O)=[O:30].[Na+]>O>[C:1]1([C:7]2[NH:12][C:11]3[CH:10]=[CH:16][CH:15]=[CH:14][C:13]=3[S:29](=[O:33])(=[O:30])[C:8]=2[C:17]#[N:18])[CH:2]=[CH:3][CH:4]=[CH:5][CH:6]=1 |f:2.3,4.5|. Procedure details: A mixture of 3-phenyl-4H-1,4-benzothiazine-2-carbonitrile (0.10 g, prepared according to Liso et al., J. Heterocycl. Chem. 18, 279 (1981), Liso et al., Synthesis 1983, 755) and acetic acid (6 ml) was added to a stirred solution of potassium permanganate (88 mg) in water (10 ml) at ambient temperature. After 2 h, 3 h and 18 h additional amounts (25 mg, 40 mg and 40 mg) of potassium permanganate were added. Then a 40% solution of sodium hydrogensulfate (200 μl) was added. After stirring for ½ h th...